Dataset: the Open Reaction Database (ORD), a public repository of structured organic reaction records. Task: describe an organic reaction: reactants, conditions, products, and yield Procedure: 4-methyl-quinoline-3-carbonitrile (600 mg, 3.567 mmol) was dissolved in 10 mL of anhydrous THF, added with LHMDS (1M solution in THF, 3.9 mL, 3.924 mmol) at −78° C. under the nitrogen atmosphere and then stirred for about 1 hour at the same temperature. The mixture was dropwisely added with chloromethyl methyl ether (0.30 mL, 3.924 mmol) and then stirred for about 1 hour at −50° C., and then for about 1 hour at 0° C. The above mixture, while being stirred at 0° C., was added with 5 mL of a satur... Reaction SMILES: [CH3:1][C:2]1[C:11]2[C:6](=[CH:7][CH:8]=[CH:9][CH:10]=2)[N:5]=[CH:4][C:3]=1[C:12]#[N:13].[Li+].C[Si]([N-][Si](C)(C)C)(C)C.[CH3:24][O:25][CH2:26]Cl.[Cl-].[NH4+]>C1COCC1.O>[CH3:24][O:25][CH2:26][CH2:1][C:2]1[C:11]2[C:6](=[CH:7][CH:8]=[CH:9][CH:10]=2)[N:5]=[CH:4][C:3]=1[C:12]#[N:13] |f:1.2,4.5|. The product is COCCC1=C(C=NC2=CC=CC=C12)C#N (4-(2-methoxy-ethyl)-quinoline-3-carbonitrile). The yield is 40.3%. The reactants are CC1=C(C=NC2=CC=CC=C12)C#N (4-methyl-quinoline-3-carbonitrile), [Li+].C[Si](C)(C)[N-][Si](C)(C)C (LHMDS), COCCl (chloromethyl methyl ether), saturated solution, [Cl-].[NH4+] (ammonium chloride). Run in C1CCOC1 (THF), O (water). Reaction conditions: time 1 hour.